describe an organic reaction: reactants, conditions, products, and yield From a dataset of the Open Reaction Database (ORD), a public repository of structured organic reaction records. As a reaction SMILES: [BH4-:17].[CH2:20]1[O:21][CH2:22][CH2:23][CH2:24]1.[ClH:19].[Li+:18].[NH2:1][C:2]([C:3](=[O:4])[O:5][CH3:6])([CH:7]([F:8])[F:9])[CH2:10][c:11]1[cH:12][cH:13][cH:14][cH:15][cH:16]1>>[NH2:1][C:2]([CH2:3][OH:4])([CH:7]([F:8])[F:9])[CH2:10][c:11]1[cH:12][cH:13][cH:14][cH:15][cH:16]1. Starting materials: [BH4-], C1CCOC1, Cl, [Li+], COC(=O)C(N)(Cc1ccccc1)C(F)F. Yields the product NC(CO)(Cc1ccccc1)C(F)F. Reaction conditions: time 1 hour. The solvent is O (water), C(C)(=O)O (acetic acid). As a reaction SMILES: [Cl:1][C:2]1[CH:10]=[C:9]2[C:5]([CH:6]=[CH:7][NH:8]2)=[CH:4][CH:3]=1.C([BH3-])#N.[Na+].[OH-].[Na+]>C(O)(=O)C.O>[Cl:1][C:2]1[CH:10]=[C:9]2[C:5]([CH2:6][CH2:7][NH:8]2)=[CH:4][CH:3]=1 |f:1.2,3.4|. Isolated yield 98.6%. Procedure: 6-Chloroindole (1 g, 6.6 mmol) in glacial acetic acid (10 mL) was treated with sodium cyanoborohydride (829 mg, 13.2 mmol) portionwise at room temperature with stirring. After 1 hour, the reaction was diluted with water (25 mL) and basified with 40% sodium hydroxide with cooling. The mixture was then extracted with dichloromethane (3×50 mL), dried and concentrated to give 1 g of 6-chloroindoline. It was used in the next step without further purification. 1HNMR (300 MHz, dimethylsulfoxide-d6) δ 6... The reactants are ClC1=CC=C2C=CNC2=C1 (6-Chloroindole), C(#N)[BH3-].[Na+] (sodium cyanoborohydride), [OH-].[Na+] (sodium hydroxide). Product: ClC1=CC=C2CCNC2=C1 (6-chloroindoline). The reactants are Cc1c(Br)c(-c2ccc(Cl)cc2)cc2nn(Cc3ccc(C(F)(F)F)nc3)c(=O)n12, OB(O)c1ccccc1Cl, [K+], [K+], [K+], O=P([O-])([O-])[O-]. Product: Cc1c(-c2ccccc2Cl)c(-c2ccc(Cl)cc2)cc2nn(Cc3ccc(C(F)(F)F)nc3)c(=O)n12. Reaction SMILES: [Br:1][c:2]1[c:3](-[c:24]2[cH:25][cH:26][c:27]([Cl:30])[cH:28][cH:29]2)[cH:4][c:5]2[n:6]([c:7]1[CH3:8])[c:9](=[O:23])[n:10]([CH2:12][c:13]1[cH:14][n:15][c:16]([C:19]([F:20])([F:21])[F:22])[cH:17][cH:18]1)[n:11]2.[Cl:31][c:32]1[c:33]([B:38]([OH:39])[OH:40])[cH:34][cH:35][cH:36][cH:37]1.[K+:46].[K+:47].[K+:48].[P:41]([O-:42])([O-:43])([O-:44])=[O:45]>>[c:2]1(-[c:33]2[c:32]([Cl:31])[cH:37][cH:36][cH:35][cH:34]2)[c:3](-[c:24]2[cH:25][cH:26][c:27]([Cl:30])[cH:28][cH:29]2)[cH:4][c:5]2[n:6]([c:7]1[CH3:8])[c:9](=[O:23])[n:10]([CH2:12][c:13]1[cH:14][n:15][c:16]([C:19]([F:20])([F:21])[F:22])[cH:17][cH:18]1)[n:11]2. Reactants: COC(=O)c1ccc2c(C3CCCCC3)c3n(c2c1)CCN(CC(=O)OC(C)(C)C)Cc1ccccc1-3, ClCCl, O=C(O)C(F)(F)F, O. Yields the product COC(=O)c1ccc2c(C3CCCCC3)c3n(c2c1)CCN(CC(=O)O)Cc1ccccc1-3. Reaction SMILES: [C:1]([CH3:2])([CH3:3])([CH3:4])[O:5][C:6]([CH2:7][N:8]1[CH2:9][CH2:10][n:11]2[c:12]([c:20]([CH:31]3[CH2:32][CH2:33][CH2:34][CH2:35][CH2:36]3)[c:21]3[cH:22][cH:23][c:24]([C:27](=[O:28])[O:29][CH3:30])[cH:25][c:26]23)-[c:13]2[c:14]([cH:16][cH:17][cH:18][cH:19]2)[CH2:15]1)=[O:37].[Cl:45][CH2:46][Cl:47].[F:38][C:39]([F:40])([F:41])[C:42]([OH:43])=[O:44].[OH2:48]>>[O:5]=[C:6]([CH2:7][N:8]1[CH2:9][CH2:10][n:11]2[c:12]([c:20]([CH:31]3[CH2:32][CH2:33][CH2:34][CH2:35][CH2:36]3)[c:21]3[cH:22][cH:23][c:24]([C:27](=[O:28])[O:29][CH3:30])[cH:25][c:26]23)-[c:13]2[c:14]([cH:16][cH:17][cH:18][cH:19]2)[CH2:15]1)[OH:37]. Starting materials: C(C)(C)(C)OC(=O)N1C(CCC1)C=1NC(=CN1)C1=CC2C(S1)C=C(S2)B2OC(C(O2)(C)C)(C)C (2-{5-[5-(4,4,5,5-Tetramethyl-[1,3,2]dioxaborolan-2-yl)-3a,6a-dihydro-thieno[3,2-b]thiophen-2-yl]-1H-imidazol-2-yl}-pyrrolidine-1-carboxylic acid tert-butyl ester), CC(=O)[O-].[K+] (KOAc), C(C)(C)(C)OC(=O)N1C(CCC1)C=1NC(=CN1)C1=CC2C(S1)C=C(S2)Br (2-[5-(5-Bromo-3a,6a-dihydro-thieno[3,2-b]thiophen-2-yl)-1H-imidazol-2-yl]-pyrrolidine-1-carboxylic acid tert-butyl ester), B1(OC(C(O1)(C)C)(C)C)B2OC(C(O2)(C)C)(C)C (bis(pinacolato)diboron). Reagents/catalysts: C1=CC=C(C=C1)P([C-]2C=CC=C2)C3=CC=CC=C3.C1=CC=C(C=C1)P([C-]2C=CC=C2)C3=CC=CC=C3.Cl[Pd]Cl.[Fe+2] (Pd(dppf)2Cl2). The solvent is O1CCOCC1 (dioxane). Reaction conditions: temperature 85 celsius, time 2.5 hour. Yields the product CON(C(=O)C1=CC2C(S1)C=CS2)C (3a,6a-Dihydro-thieno[3,2-b]thiophene-2-carboxylic acid methoxy-methyl-amide). The yield is 53.0%. Reaction SMILES: C(OC(N1CCCC1[C:13]1[NH:14][C:15]([C:18]2[S:22][CH:21]3[CH:23]=[C:24](B4OC(C)(C)C(C)(C)O4)[S:25][CH:20]3[CH:19]=2)=CN=1)=O)(C)(C)C.[C:35]([O:39]C(N1CCCC1C1NC(C2SC3C=C(Br)SC3C=2)=CN=1)=O)(C)(C)C.B1(B2OC(C)(C)C(C)(C)O2)OC(C)(C)C(C)(C)[O:62]1.CC([O-])=O.[K+]>O1CCOCC1.C1C=CC(P(C2C=CC=CC=2)[C-]2C=CC=C2)=CC=1.C1C=CC(P(C2C=CC=CC=2)[C-]2C=CC=C2)=CC=1.Cl[Pd]Cl.[Fe+2]>[CH3:35][O:39][N:14]([CH3:13])[C:15]([C:18]1[S:22][CH:21]2[CH:23]=[CH:24][S:25][CH:20]2[CH:19]=1)=[O:62] |f:3.4,6.7.8.9|. Procedure details: 3a,6a-Dihydro-thieno[3,2-b]thiophene-2-carboxylic acid (2 g, 10.86 mmol) MeNHOMe-HCl (1.06 g, 10.86 mmol), HOBt (1.47 g, 10.86 mmol) and DIPEA (5.9 mL, 33.67 mmol) were combined in DMF (40 mL). To the stirred mixture was added EDCI (2.72 g, 14.12 mmol). After 5 h, EtOAc (100 mL) was added and the organics were washed with saturated aqueous NaHCO3 and brine then dried over MgSO4, filtered and concentrated. The crude residue was purified by silica column chromatography (20% to 45% EtOAc/Hex) to af... Starting materials: C(C)OC(C(C)NC(=O)NC1=CC(=CC=C1)CC1=NNC(C=2CCCCC12)=O)=O (2-{3-[3-(4-Oxo-3,4,5,6,7,8-hexahydro-phthalazin-1-ylmethyl)-phenyl]-ureido}-propionic acid ethyl ester), [OH-].[Na+] (sodium hydroxide). Solvent: CC(=O)N(C)C (DMA). Product: CC1C(N(C(N1)=O)C1=CC(=CC=C1)CC1=NNC(C=2CCCCC12)=O)=O (5-Methyl-3-[3-(4-oxo-3,4,5,6,7,8-hexahydro-phthalazin-1-ylmethyl)-phenyl]-imidazolidine-2,4-dione). As a reaction SMILES: C([O:3][C:4](=O)[CH:5]([NH:7][C:8]([NH:10][C:11]1[CH:16]=[CH:15][CH:14]=[C:13]([CH2:17][C:18]2[C:27]3[CH2:26][CH2:25][CH2:24][CH2:23][C:22]=3[C:21](=[O:28])[NH:20][N:19]=2)[CH:12]=1)=[O:9])[CH3:6])C.[OH-].[Na+]>CC(N(C)C)=O>[CH3:6][CH:5]1[NH:7][C:8](=[O:9])[N:10]([C:11]2[CH:16]=[CH:15][CH:14]=[C:13]([CH2:17][C:18]3[C:27]4[CH2:26][CH2:25][CH2:24][CH2:23][C:22]=4[C:21](=[O:28])[NH:20][N:19]=3)[CH:12]=2)[C:4]1=[O:3] |f:1.2|. Procedure: To a solution of 2-{3-[3-(4-oxo-3,4,5,6,7,8-hexahydro-phthalazin-1-ylmethyl)-phenyl]-ureido}-propionic acid ethyl ester (5) (0.715 g, 1.80 mmol) in dry DMA (2 ml) was added finely powdered sodium hydroxide (71 mg, 1.80 mmol). The reaction mixture was then immersed in a preheated oil bath at 50° C. and heated for 10 minutes before being quenched by addition of HCl (1N, 0.5 ml). The reaction mixture was then concentrated to dryness in vacuo. The crude oil was subjected to flash chromatography elue... Starting materials: C, CNC(N)=NC(=O)c1cc2cc(OCc3ccccc3)ccc2[nH]1, CO, [Pd]. Yields the product CNC(N)=NC(=O)c1cc2cc(O)ccc2[nH]1. As a reaction SMILES: [C:27].[CH2:1]([c:2]1[cH:3][cH:4][cH:5][cH:6][cH:7]1)[O:8][c:9]1[cH:10][c:11]2[cH:12][c:13]([C:18](=[O:19])[N:20]=[C:21]([NH:22][CH3:23])[NH2:24])[nH:14][c:15]2[cH:16][cH:17]1.[CH3:25][OH:26].[Pd:28]>>[OH:8][c:9]1[cH:10][c:11]2[cH:12][c:13]([C:18](=[O:19])[N:20]=[C:21]([NH:22][CH3:23])[NH2:24])[nH:14][c:15]2[cH:16][cH:17]1. The reactants are CO, [Na+], O=C([O-])O, O=C(O)C(O)c1ccc2ccccc2c1, O=S(=O)(O)O. The product is COC(=O)C(O)c1ccc2ccccc2c1. Reaction SMILES: [CH3:26][OH:27].[Na+:25].[O-:21][C:22]([OH:23])=[O:24].[OH:1][CH:2]([C:3](=[O:4])[OH:5])[c:6]1[cH:7][c:8]2[cH:9][cH:10][cH:11][cH:12][c:13]2[cH:14][cH:15]1.[S:16](=[O:17])(=[O:18])([OH:19])[OH:20]>>[OH:1][CH:2]([C:3](=[O:4])[O:5][CH3:22])[c:6]1[cH:7][c:8]2[cH:9][cH:10][cH:11][cH:12][c:13]2[cH:14][cH:15]1.